From a dataset of the Open Reaction Database (ORD), a public repository of structured organic reaction records. describe an organic reaction: reactants, conditions, products, and yield The reactants are B(O)O.C(C)(C)(C)NS(=O)(=O)C1=CC(=CC=C1)C (N-tert-butyl-3-methyl-benzenesulfonamide boronic acid), BrC=1N=C(SC1)OC (4-bromo-2-methoxy-thiazole). Reaction SMILES: B(O)O.C([NH:8][S:9]([C:12]1[CH:17]=[CH:16][CH:15]=[C:14]([CH3:18])[CH:13]=1)(=[O:11])=[O:10])(C)(C)C.Br[C:20]1[N:21]=[C:22]([O:25][CH3:26])[S:23][CH:24]=1>>[CH3:26][O:25][C:22]1[SH:23]=[CH:24][CH:20]([C:15]2[CH:16]=[CH:17][C:12]([S:9]([NH2:8])(=[O:10])=[O:11])=[CH:13][C:14]=2[CH3:18])[N:21]=1 |f:0.1|. Isolated yield 24.6%. Procedure details: This compound was prepared analogously to Example 52, starting from N-tert-butyl-3-methyl-benzenesulfonamide boronic acid (1.0 g, 3.69 mmol) and 4-bromo-2-methoxy-thiazole (0.78 g, 4.05 mmol, 1.1 equiv.) After purification on silica-gel with n-heptane/tert.butylmethyl ether 510 mg of the t-butyl protected sulfonamide were obtained. Deprotection analogous to Example 98 yielded 260 mg of the title compound as a light yellow solid. MS (ES): m/e 270 (M−H) The product is COC=1S=CC(N1)C1=C(C=C(C=C1)S(=O)(=O)N)C (4-(2-methoxy-4H-1lambda*4*-thiazol-4-yl)-3-methyl-benzenesulfonamide).